Dataset: the Open Reaction Database (ORD), a public repository of structured organic reaction records. Task: describe an organic reaction: reactants, conditions, products, and yield Starting materials: O=c1c2c(F)cccc2nc(CCl)n1-c1ccccc1Cl, [K+], [K+], Nc1ncnc2[nH]cnc12, O=C([O-])[O-], CN(C)C=O. Yields the product Nc1ncnc2c1ncn2Cc1nc2cccc(F)c2c(=O)n1-c1ccccc1Cl. Reaction SMILES: [Cl:1][CH2:2][c:3]1[n:4][c:5]2[cH:6][cH:7][cH:8][c:9]([F:21])[c:10]2[c:11](=[O:20])[n:12]1-[c:13]1[c:14]([Cl:19])[cH:15][cH:16][cH:17][cH:18]1.[K+:32].[K+:33].[NH2:22][c:23]1[n:24][cH:25][n:26][c:27]2[nH:28][cH:29][n:30][c:31]12.[O-:34][C:35]([O-:36])=[O:37].[O:38]=[CH:39][N:40]([CH3:41])[CH3:42]>>[CH2:2]([c:3]1[n:4][c:5]2[cH:6][cH:7][cH:8][c:9]([F:21])[c:10]2[c:11](=[O:20])[n:12]1-[c:13]1[c:14]([Cl:19])[cH:15][cH:16][cH:17][cH:18]1)[n:28]1[c:27]2[n:26][cH:25][n:24][c:23]([NH2:22])[c:31]2[n:30][cH:29]1. Reactants: CCCCCCCCCCCCCCCCCC(=O)N[C@@H](CO[C@H]1[C@@H]([C@H]([C@@H]([C@H](O1)CO)O[C@H]2[C@@H]([C@H]([C@H]([C@H](O2)CO)O[C@H]3[C@@H]([C@H]([C@H]([C@H](O3)CO)O)O[C@H]4[C@@H]([C@H]([C@H]([C@H](O4)CO)O)O)O)NC(=O)C)O[C@@]5(C[C@@H]([C@H]([C@@H](O5)[C@@H]([C@@H](CO)O)O)NC(=O)C)O)C(=O)O)O)O)O)[C@@H](/C=C/CCCCCCCCCCCCC)O (Ganglioside GM1), O (water). The product is C(CCCC#CC#CCCCCCCCCCCCCCC)(=O)O (5,7-docosadiynoic acid), polydiacetylene. As a reaction SMILES: CCCCCCCCCCCCCCCCCC(N[C@H:21]([C@H:91](O)/[CH:92]=[CH:93]/[CH2:94][CH2:95][CH2:96][CH2:97][CH2:98][CH2:99][CH2:100][CH2:101][CH2:102][CH2:103][CH2:104][CH2:105][CH3:106])[CH2:22][O:23][C@@H]1O[C@H](CO)[C@@H](O[C@@H]2O[C@H](CO)[C@H](O[C@@H]3O[C@H](CO)[C@H](O)[C@H](O[C@@H]4O[C@H](CO)[C@H](O)[C@H](O)[C@H]4O)[C@H]3NC(C)=O)[C@H](O[C@@]3(C(O)=O)O[C@@H]([C@H](O)[C@H](O)CO)[C@H](NC(C)=O)[C@@H](O)C3)[C@H]2O)[C@H](O)[C@H]1O)=O.[OH2:108]>>[C:22]([OH:23])(=[O:108])[CH2:21][CH2:91][CH2:92][C:93]#[C:94][C:95]#[C:96][CH2:97][CH2:98][CH2:99][CH2:100][CH2:101][CH2:102][CH2:103][CH2:104][CH2:105][CH2:106][CH2:22][CH2:21][CH2:91][CH3:92]. Reported procedure: Ganglioside GM1, cholera toxin from Vibrio Cholerae, human serum albumin, and wheat germ agglutinin were purchased from Sigma. 5,7-docosadiynoic acid was synthesized. Deionized water was obtained by passing distilled water through a Millipore μF ultrapurification train. Solvents used were reagent grade. The ganglioside GM1 was mixed at 5 mol % with the diacetylene “matrix lipid” monomers. Liposomes were prepared using the probe sonication method and polymerized by UV irradiation (254 nm). The co... The reactants are C(C)(=O)NC1=C(C=CC(=C1)OCCCCCCCCCCCC)OCCCCCCCCCCCC (2-acetamido-1,4-didodecyloxybenzene), [N+](=O)(O)[O-] (nitric acid). Solvent: C(C)(=O)O (acetic acid), C(C)(=O)O (acetic acid). The product is [N+](=O)([O-])C=1C(=CC(=C(C1)OCCCCCCCCCCCC)NC(C)=O)OCCCCCCCCCCCC (5-nitro-2-acetamido-1,4-didodecyloxybenzene). RXN SMILES: [C:1]([NH:4][C:5]1[CH:10]=[C:9]([O:11][CH2:12][CH2:13][CH2:14][CH2:15][CH2:16][CH2:17][CH2:18][CH2:19][CH2:20][CH2:21][CH2:22][CH3:23])[CH:8]=[CH:7][C:6]=1[O:24][CH2:25][CH2:26][CH2:27][CH2:28][CH2:29][CH2:30][CH2:31][CH2:32][CH2:33][CH2:34][CH2:35][CH3:36])(=[O:3])[CH3:2].[N+:37]([O-])([OH:39])=[O:38]>C(O)(=O)C>[N+:37]([C:8]1[C:9]([O:11][CH2:12][CH2:13][CH2:14][CH2:15][CH2:16][CH2:17][CH2:18][CH2:19][CH2:20][CH2:21][CH2:22][CH3:23])=[CH:10][C:5]([NH:4][C:1](=[O:3])[CH3:2])=[C:6]([O:24][CH2:25][CH2:26][CH2:27][CH2:28][CH2:29][CH2:30][CH2:31][CH2:32][CH2:33][CH2:34][CH2:35][CH3:36])[CH:7]=1)([O-:39])=[O:38]. Procedure details: The product of Stage 3 (22.8 g) is suspended in 250 ml of glacial acetic acid. 4.9 ml of nitric acid of density 1.39 are added dropwise with stirring at room temperature, the mixture becoming pasty. Following the addition of another 50 ml of glacial acetic acid, the mixture is stirred for a few hours and filtered under suction. The filtered residue is suspended twice with acetonitrile, filtered under suction and dried. Starting materials: ClC1=C2C(=CNC2=CC=C1)C=O (4-chloroindole-3-carbaldehyde), C(C)(=O)[O-].[NH4+] (ammonium acetate), [N+](=O)([O-])C (nitromethane). Run in O (water). Reaction conditions: temperature 100 celsius, time 20 minute. Yields the product ClC1=C2C(=CNC2=CC=C1)\C=C\[N+](=O)[O-] ((E)-4-chloro-3-(2-nitrovinyl)-1H-indole). RXN SMILES: [Cl:1][C:2]1[CH:10]=[CH:9][CH:8]=[C:7]2[C:3]=1[C:4]([CH:11]=O)=[CH:5][NH:6]2.C([O-])(=O)C.[NH4+].[N+:18]([CH3:21])([O-:20])=[O:19]>O>[Cl:1][C:2]1[CH:10]=[CH:9][CH:8]=[C:7]2[C:3]=1[C:4](/[CH:11]=[CH:21]/[N+:18]([O-:20])=[O:19])=[CH:5][NH:6]2 |f:1.2|. Procedure details: A mixture of 4-chloroindole-3-carbaldehyde (314 mg, 1.75 mmol) and ammonium acetate (404 mg, 5.25 mmol) in nitromethane (6 mL) was stirred at 100° C. for 20 min. The reaction mixture was cooled, diluted with water and extracted with EtOAc (2×40 mL). The combined organic layers were washed with brine, dried over MgSO4 and concentrated under reduced pressure. The crude material was purified by silicagel column chromatography (50-100% EtOAc/heptane) to give compound B19-1 (224 mg, 58%) as an orange... Starting materials: CC=1C=NC=2C=CC=C(C2C1)C=O (3-Methylquinoline-5-carbaldehyde), CC=1N=C(SC1)CC(=O)C (1-(4-Methyl-1,3-thiazol-2-yl)acetone), N\C(=C/C#N)\C (3-aminocrotononitrile). Solvent: C(C)(C)O (isopropanol). Conditions: time 8 hour. The product is CC=1NC(=C(C(C1C#N)C1=C2C=C(C=NC2=CC=C1)C)C=1SC=C(N1)C)C (2,6-Dimethyl-4-(3-methylquinolin-5-yl)-5-(4-methyl-1,3-thiazol-2-yl)-1,4-dihydropyridine-3-carbonitrile). Reaction SMILES: [CH3:1][C:2]1[CH:3]=[N:4][C:5]2[CH:6]=[CH:7][CH:8]=[C:9]([CH:12]=O)[C:10]=2[CH:11]=1.[CH3:14][C:15]1[N:16]=[C:17]([CH2:20][C:21]([CH3:23])=O)[S:18][CH:19]=1.[NH2:24]/[C:25](/[CH3:29])=[CH:26]\[C:27]#[N:28]>C(O)(C)C>[CH3:29][C:25]1[NH:24][C:21]([CH3:23])=[C:20]([C:17]2[S:18][CH:19]=[C:15]([CH3:14])[N:16]=2)[CH:12]([C:9]2[CH:8]=[CH:7][CH:6]=[C:5]3[C:10]=2[CH:11]=[C:2]([CH3:1])[CH:3]=[N:4]3)[C:26]=1[C:27]#[N:28]. Procedure details: 150 mg (0.876 mmol) of the compound from example 23A, 135 mg (0.876 mmol) of the compound from example 4A and 71 mg (0.876 mmol) of 3-aminocrotononitrile are dissolved in 4 ml of isopropanol and stirred at the reflux temperature overnight. After cooling to room temperature, the volatile components are removed in a rotary evaporator, and the crude product is purified by preparative HPLC (eluent: acetonitrile/water with 0.1% formic acid, gradient 20:80→95:5). 145 mg (44% of theory) of the title co... Reactants: [C-]#N, CSc1ccc(C=O)cc1, [Na+], [C-]#[N+]CS(=O)(=O)c1ccc(C)cc1. Yields the product CSc1ccc(C2OC=NC2S(=O)(=O)c2ccc(C)cc2)cc1. As a reaction SMILES: [C-:24]#[N:25].[CH3:14][S:15][c:16]1[cH:17][cH:18][c:19]([CH:20]=[O:21])[cH:22][cH:23]1.[Na+:26].[S:1](=[O:2])(=[O:3])([c:4]1[cH:5][cH:6][c:7]([CH3:8])[cH:9][cH:10]1)[CH2:11][N+:12]#[C-:13]>>[S:1](=[O:2])(=[O:3])([c:4]1[cH:5][cH:6][c:7]([CH3:8])[cH:9][cH:10]1)[CH:11]1[N:12]=[CH:13][O:21][CH:20]1[c:19]1[cH:18][cH:17][c:16]([S:15][CH3:14])[cH:23][cH:22]1. The reactants are CC(C)=O, ClCCCl, CC(N)c1nc(-c2ccccc2)c[nH]1. The product is CC(C)NC(C)c1nc(-c2ccccc2)c[nH]1. As a reaction SMILES: [CH3:15][C:16]([CH3:17])=[O:18].[Cl:19][CH2:20][CH2:21][Cl:22].[c:1]1(-[c:7]2[n:8][c:9]([CH:12]([CH3:13])[NH2:14])[nH:10][cH:11]2)[cH:2][cH:3][cH:4][cH:5][cH:6]1>>[c:1]1(-[c:7]2[n:8][c:9]([CH:12]([CH3:13])[NH:14][CH:16]([CH3:15])[CH3:17])[nH:10][cH:11]2)[cH:2][cH:3][cH:4][cH:5][cH:6]1.